From a dataset of the Open Reaction Database (ORD), a public repository of structured organic reaction records. describe an organic reaction: reactants, conditions, products, and yield Solvent: S(O)(O)(=O)=O (sulfuric acid). Reaction conditions: temperature 80 celsius, time 19.5 hour. Product: OC1=C(C=C(C(=O)OC)C=C1)[N+](=O)[O-] (methyl 4-hydroxy-3-nitrobenzoate). Procedure: To a solution of 4-hydroxy-3-nitrobenzoic acid (10.0 g) in methanol (100 ml), concentrated sulfuric acid (1 ml) was added and stirred at 80° C. for 19.5 hours. After the reaction mixture was concentrated, saturated aqueous sodium bicarbonate and ethyl acetate were added to the resulting residue. This mixture was stirred and the aqueous layer was then separated. The separated aqueous layer was diluted with 1M aqueous hydrochloric acid and extracted with ethyl acetate. The organic layer was washed... Reaction SMILES: [OH:1][C:2]1[CH:10]=[CH:9][C:5]([C:6]([OH:8])=[O:7])=[CH:4][C:3]=1[N+:11]([O-:13])=[O:12].[CH3:14]O>S(=O)(=O)(O)O>[OH:1][C:2]1[CH:10]=[CH:9][C:5]([C:6]([O:8][CH3:14])=[O:7])=[CH:4][C:3]=1[N+:11]([O-:13])=[O:12]. Reactants: OC1=C(C=C(C(=O)O)C=C1)[N+](=O)[O-] (4-hydroxy-3-nitrobenzoic acid), CO (methanol). Starting materials: C(C)(C)(C)OC(=O)N1C(C=C(C=C1C)Cl)CCCCCCCCCCC (1-(tert-Butoxycarbonyl)-4-chloro-6-methyl-2-n-undecyl-1,2-dihydropyridine), C([O-])([O-])=O.[Li+].[Li+] (lithium carbonate). Reagents/catalysts: [Pd] (Pd/C). Run in CO (MeOH). The product is C(C)(C)(C)OC(=O)N1C(CCC=C1C)CCCCCCCCCCC (1-(tert-Butoxycarbonyl)-6-methyl-2-n-undecyl-1,2,3,4-tetrahydropyridine). Isolated yield 68.0%. As a reaction SMILES: [C:1]([O:5][C:6]([N:8]1[C:13]([CH3:14])=[CH:12][C:11](Cl)=[CH:10][CH:9]1[CH2:16][CH2:17][CH2:18][CH2:19][CH2:20][CH2:21][CH2:22][CH2:23][CH2:24][CH2:25][CH3:26])=[O:7])([CH3:4])([CH3:3])[CH3:2].C(=O)([O-])[O-].[Li+].[Li+]>CO.[Pd]>[C:1]([O:5][C:6]([N:8]1[C:13]([CH3:14])=[CH:12][CH2:11][CH2:10][CH:9]1[CH2:16][CH2:17][CH2:18][CH2:19][CH2:20][CH2:21][CH2:22][CH2:23][CH2:24][CH2:25][CH3:26])=[O:7])([CH3:4])([CH3:3])[CH3:2] |f:1.2.3|. Reported procedure: To a stirred solution of 2.17g, (5.65 mmol) of 1-(tert-Butoxycarbonyl)-4-chloro-6-methyl-2-n-undecyl-1,2-dihydropyridine in 120 mL of MeOH at 0° C. was added 0.422 g (5.71 mmol) of lithium carbonate followed by of 5% Pd/C. The flask was evacuated and filled with hydrogen repeatedly. The system was placed under positive pressure from a balloon, and the reaction was monitored by removing aliquots with a syringe, concentrating the aliquot in vacuo, and examing its 1H NMR spectrum. Upon completion, ...